This data is from the Open Reaction Database (ORD), a public repository of structured organic reaction records. The task is: describe an organic reaction: reactants, conditions, products, and yield Reactants: FC1(CC(C1)N1CCC2=C1N=C(N=C2C=2C=NC(=NC2)N)SC)F (5-[7-(3,3-difluorocyclobutyl)-2-(methylsulfanyl)-6,7-dihydro-5H-pyrrolo[2,3-d]pyrimidin-4-yl]pyrimidin-2-amine), ClC1=CC(=CC=C1)C(=O)OO (m-chloroperbenzoic acid). The solvent is C(Cl)Cl (DCM), C(Cl)Cl (DCM). Run at temperature 0 celsius, time 15 minute. Yields the product FC1(CC(C1)N1CCC2=C1N=C(N=C2C=2C=NC(=NC2)N)S(=O)C)F (5-[7-(3,3-difluorocyclobutyl)-2-(methylsulfinyl)-6,7-dihydro-5H-pyrrolo[2,3-d]pyrimidin-4-yl]pyrimidin-2-amine). Isolated yield 26.0%. As a reaction SMILES: [F:1][C:2]1([F:24])[CH2:5][CH:4]([N:6]2[C:10]3[N:11]=[C:12]([S:22][CH3:23])[N:13]=[C:14]([C:15]4[CH:16]=[N:17][C:18]([NH2:21])=[N:19][CH:20]=4)[C:9]=3[CH2:8][CH2:7]2)[CH2:3]1.ClC1C=CC=C(C(OO)=[O:33])C=1>C(Cl)Cl>[F:24][C:2]1([F:1])[CH2:3][CH:4]([N:6]2[C:10]3[N:11]=[C:12]([S:22]([CH3:23])=[O:33])[N:13]=[C:14]([C:15]4[CH:20]=[N:19][C:18]([NH2:21])=[N:17][CH:16]=4)[C:9]=3[CH2:8][CH2:7]2)[CH2:5]1. Reported procedure: To a suspension of crude 5-[7-(3,3-difluorocyclobutyl)-2-(methylsulfanyl)-6,7-dihydro-5H-pyrrolo[2,3-d]pyrimidin-4-yl]pyrimidin-2-amine (˜80% purity) (768 mg, 2.63 mmol) in DCM (87 mL) at 0° C. was added m-chloroperbenzoic acid (844 mg, 3.42 mmol, 70% purity) in three portions over 1 min. The reaction mixture was stirred at 0° C. for 15 min, whereupon it was diluted with DCM and washed with saturated aqueous NaHCO3 and water. The organic layer was concentrated and purified via HPLC reversed phas...